Dataset: the Open Reaction Database (ORD), a public repository of structured organic reaction records. Task: describe an organic reaction: reactants, conditions, products, and yield Starting materials: BrCC(=O)C1=CC=CC2=CC=CC=C12 (2-bromo-1-(naphthalen-1-yl)ethanone), [N-]=[N+]=[N-].[Na+] (sodium azide). The solvent is CC(=O)C (acetone). Yields the product N(=[N+]=[N-])CC(=O)C1=CC=CC2=CC=CC=C12 (2-Azido-1-(naphthalen-1-yl)ethanone). Reaction SMILES: Br[CH2:2][C:3]([C:5]1[C:14]2[C:9](=[CH:10][CH:11]=[CH:12][CH:13]=2)[CH:8]=[CH:7][CH:6]=1)=[O:4].[N-:15]=[N+:16]=[N-:17].[Na+]>CC(C)=O>[N:15]([CH2:2][C:3]([C:5]1[C:14]2[C:9](=[CH:10][CH:11]=[CH:12][CH:13]=2)[CH:8]=[CH:7][CH:6]=1)=[O:4])=[N+:16]=[N-:17] |f:1.2|. Reported procedure: Combine 24.9 g (0.1 mol) of 2-bromo-1-(naphthalen-1-yl)ethanone and 24 g (0.37 mol) of sodium azide in 200 mL of 60% aqueous acetone. Heat the mixture at reflux for about 18 to 36 hr and follow the progress of the reaction by thin-layer chromatography on silica gel. At the completion of the reaction, distill off the acetone and add 25 mL of water. Extract the aqueous mixture with three 100 mL portions of diethyl ether. Dry the organic extracts over anhydrous sodium sulfate. Filter the drying age... The product is NC1=C2N=C(N(C2=NC(=N1)OCCCC)CCCCCC1CN(CCC1)C(=O)OCC1=CC=CC=C1)OC (Phenylmethyl 3-{5-[6-amino-2-(butyloxy)-8-(methyloxy)-9H-purin-9-yl]pentyl}-1-piperidinecarboxylate). As a reaction SMILES: [NH2:1][C:2]1[N:10]=[C:9]([O:11][CH2:12][CH2:13][CH2:14][CH3:15])[N:8]=[C:7]2[C:3]=1[N:4]=[C:5]([O:35][CH3:36])[N:6]2[CH2:16][CH2:17][CH2:18][CH:19]1[CH2:24][CH2:23][CH2:22][CH2:21]N1C(OCC1C=CC=CC=1)=O.FC(F)(F)C(O)=O.C(OC1N=C2C(N=C(OC)N2)=C(N)N=1)CCC.BrCCCCCC1CC[CH2:70][N:69]([C:73]([O:75][CH2:76][C:77]2[CH:82]=[CH:81][CH:80]=[CH:79][CH:78]=2)=[O:74])[CH2:68]1>>[NH2:1][C:2]1[N:10]=[C:9]([O:11][CH2:12][CH2:13][CH2:14][CH3:15])[N:8]=[C:7]2[C:3]=1[N:4]=[C:5]([O:35][CH3:36])[N:6]2[CH2:16][CH2:17][CH2:18][CH2:19][CH2:24][CH:23]1[CH2:22][CH2:21][CH2:68][N:69]([C:73]([O:75][CH2:76][C:77]2[CH:82]=[CH:81][CH:80]=[CH:79][CH:78]=2)=[O:74])[CH2:70]1 |f:1.2|. Reactants: NC1=C2N=C(N(C2=NC(=N1)OCCCC)CCCC1N(CCCC1)C(=O)OCC1=CC=CC=C1)OC (Phenylmethyl 2-{3-[6-amino-2-(butyloxy)-8-(methyloxy)-9H-purin-9-yl]propyl}-1-piperidinecarboxylate), FC(C(=O)O)(F)F.C(CCC)OC1=NC(=C2N=C(NC2=N1)OC)N (2-(butyloxy)-8-(methyloxy)-9H-purin-6-amine trifluoroacetate), BrCCCCCC1CN(CCC1)C(=O)OCC1=CC=CC=C1 (phenylmethyl 3-(5-bromopentyl)-1-piperidinecarboxylate). Procedure: Prepared similarly to Intermediate 31 from 2-(butyloxy)-8-(methyloxy)-9H-purin-6-amine trifluoroacetate and phenylmethyl 3-(5-bromopentyl)-1-piperidinecarboxylate. LCMS (System B): tRET=3.28 min; MH+ 525